This data is from the Open Reaction Database (ORD), a public repository of structured organic reaction records. The task is: describe an organic reaction: reactants, conditions, products, and yield Starting materials: Cl (hydrochloride), Cl.NC1=C(C=C(C=C1F)C(CNC(C)(C)C)=O)Cl (4'-amino-2-tert.butylamino-3'-chloro-5'-fluoro-acetophenone hydrochloride), [BH4-].[Na+] (sodium borohydride). Yields the product NC1=C(C=C(C=C1F)C(CNC(C)(C)C)O)Cl (1-(4'-Amino-3'-chloro-5'-fluoro-phenyl)-2-tert.butylamino-ethanol). Reaction SMILES: Cl.Cl.[NH2:3][C:4]1[C:9]([F:10])=[CH:8][C:7]([C:11](=[O:18])[CH2:12][NH:13][C:14]([CH3:17])([CH3:16])[CH3:15])=[CH:6][C:5]=1[Cl:19].[BH4-].[Na+]>>[NH2:3][C:4]1[C:9]([F:10])=[CH:8][C:7]([CH:11]([OH:18])[CH2:12][NH:13][C:14]([CH3:15])([CH3:17])[CH3:16])=[CH:6][C:5]=1[Cl:19] |f:1.2,3.4|. Procedure details: m.p. of the hydrochloride: 206°-208° C. (decomp.), was prepared from 4'-amino-2-tert.butylamino-3'-chloro-5'-fluoro-acetophenone hydrochloride and sodium borohydride analogous to Example 1. The reactants are CCC(CC)(c1ccc(OCC(=O)C(C)(C)C)c(C)c1)c1ccc(B2OC(C)(C)C(C)(C)O2)c(C)c1, COC(=O)Cc1cncc(Br)c1, CN(C)C=O, [K+], [K+], [K+], O=P([O-])([O-])[O-]. The product is CCC(CC)(c1ccc(OCC(=O)C(C)(C)C)c(C)c1)c1ccc(-c2cncc(CC(=O)OC)c2)c(C)c1. RXN SMILES: [CH2:1]([CH3:2])[C:3]([CH2:4][CH3:5])([c:6]1[cH:7][c:8]([CH3:21])[c:9]([B:12]2[O:13][C:14]([CH3:15])([CH3:16])[C:17]([CH3:18])([CH3:19])[O:20]2)[cH:10][cH:11]1)[c:22]1[cH:23][c:24]([CH3:36])[c:25]([O:26][CH2:27][C:28]([C:29]([CH3:30])([CH3:31])[CH3:32])=[O:33])[cH:34][cH:35]1.[CH3:37][O:38][C:39]([CH2:40][c:41]1[cH:42][n:43][cH:44][c:45]([Br:47])[cH:46]1)=[O:48].[CH3:57][N:58]([CH3:59])[CH:60]=[O:61].[K+:54].[K+:55].[K+:56].[P:49]([O-:50])([O-:51])([O-:52])=[O:53]>>[CH2:1]([CH3:2])[C:3]([CH2:4][CH3:5])([c:6]1[cH:7][c:8]([CH3:21])[c:9](-[c:45]2[cH:44][n:43][cH:42][c:41]([CH2:40][C:39]([O:38][CH3:37])=[O:48])[cH:46]2)[cH:10][cH:11]1)[c:22]1[cH:23][c:24]([CH3:36])[c:25]([O:26][CH2:27][C:28]([C:29]([CH3:30])([CH3:31])[CH3:32])=[O:33])[cH:34][cH:35]1.